From a dataset of the Open Reaction Database (ORD), a public repository of structured organic reaction records. describe an organic reaction: reactants, conditions, products, and yield Reactants: C(CCC)C/1=CN(S\C1=N/C(=O)[C@]1(C([C@H](CC1)C(=O)O)(C)C)C)C(C)(C)C ((1S,3R)-3-({[(5Z)-4-butyl-2-tert-butylisothiazol-5(2H)-ylidene]amino}carbonyl)-2,2,3-trimethylcyclopentanecarboxylic acid), Cl.FC1(CNC1)F (3,3-difluoroazetidine hydrochloride). Yields the product C(CCC)C/1=CN(S\C1=N/C(=O)[C@]1(C([C@H](CC1)C(=O)N1CC(C1)(F)F)(C)C)C)C(C)(C)C ((1R,3S)—N-[(5Z)-4-butyl-2-tert-butylisothiazol-5(2H)-ylidene]-3-[(3,3-difluoroazetidin-1-yl)carbonyl]-1,2,2-trimethylcyclopentanecarboxamide). RXN SMILES: [CH2:1]([C:5]1=[CH:6][N:7]([C:24]([CH3:27])([CH3:26])[CH3:25])[S:8]/[C:9]/1=[N:10]\[C:11]([C@:13]1([CH3:23])[CH2:17][CH2:16][C@H:15]([C:18]([OH:20])=O)[C:14]1([CH3:22])[CH3:21])=[O:12])[CH2:2][CH2:3][CH3:4].Cl.[F:29][C:30]1([F:34])[CH2:33][NH:32][CH2:31]1>>[CH2:1]([C:5]1=[CH:6][N:7]([C:24]([CH3:25])([CH3:26])[CH3:27])[S:8]/[C:9]/1=[N:10]\[C:11]([C@:13]1([CH3:23])[CH2:17][CH2:16][C@H:15]([C:18]([N:32]2[CH2:33][C:30]([F:34])([F:29])[CH2:31]2)=[O:20])[C:14]1([CH3:21])[CH3:22])=[O:12])[CH2:2][CH2:3][CH3:4] |f:1.2|. Reported procedure: The product from Example 173 and 3,3-difluoroazetidine hydrochloride (Oakwood) were processed using the method described in Example 178 to afford the title compound. 1H NMR (DMSO-d6) δ 0.51 (s, 3H), 0.90 (t, J=7.3 Hz, 3H), 1.22 (s, 3H), 1.25 (s, 3H), 1.26-1.36 (m, 2H), 1.39-1.48 (m, 1H), 1.57 (s, 9H), 1.57-1.78 (m, 3H), 1.93-2.05 (m, 1H), 2.62-2.67 (m, 2H), 2.73-2.83 (m, 1H), 2.88-2.94 (m, 1H), 4.14-4.37 (m, 2H), 4.41-4.53 (m, 1H), 4.74-4.86 (m, 1H), 8.51 (s, 1H). (ESI+) m/z 470 (M+H)+. Starting materials: BrC=1N=C(SC1)N1CCC(CC1)NCCO (2-[1-(4-bromothiazol-2-yl)piperidin-4-ylamino]ethanol), CC1(CCCC=2C=CC(=CC12)B1OC(C(O1)(C)C)(C)C)C (2-(8,8-dimethyl-5,6,7,8-tetrahydronaphthalen-2-yl)-4,4,5,5-tetramethyl-1,3,2-dioxaborolane), Cl (hydrochloride). Yields the product CC1(CCCC=2C=CC(=CC12)C=1N=C(SC1)N1CCC(CC1)NCCO)C (2-{1-[4-(8,8-dimethyl-5,6,7,8-tetrahydronaphthalen-2-yl)thiazol-2-yl]piperidin-4-ylamino}ethanol). As a reaction SMILES: Br[C:2]1[N:3]=[C:4]([N:7]2[CH2:12][CH2:11][CH:10]([NH:13][CH2:14][CH2:15][OH:16])[CH2:9][CH2:8]2)[S:5][CH:6]=1.[CH3:17][C:18]1([CH3:37])[C:27]2[CH:26]=[C:25](B3OC(C)(C)C(C)(C)O3)[CH:24]=[CH:23][C:22]=2[CH2:21][CH2:20][CH2:19]1.Cl>>[CH3:17][C:18]1([CH3:37])[C:27]2[CH:26]=[C:25]([C:2]3[N:3]=[C:4]([N:7]4[CH2:12][CH2:11][CH:10]([NH:13][CH2:14][CH2:15][OH:16])[CH2:9][CH2:8]4)[S:5][CH:6]=3)[CH:24]=[CH:23][C:22]=2[CH2:21][CH2:20][CH2:19]1. Reported procedure: The preparation is carried out as described above starting from 100 mg (0.27 mmol) of 2-[1-(4-bromothiazol-2-yl)piperidin-4-ylamino]ethanol and 98 mg (0.30 mmol) of 2-(8,8-dimethyl-5,6,7,8-tetrahydronaphthalen-2-yl)-4,4,5,5-tetramethyl-1,3,2-dioxaborolane. The product is in the form of the hydrochloride. Starting materials: CCCS(=O)(=O)Cl, ClCCl, CCCC1CC(=O)C2=C(C1)NC(C)=C(C#N)C2c1cc(N)c(OCc2cccc(OC)c2)c(OCC)c1, c1ccncc1. Yields the product CCCC1CC(=O)C2=C(C1)NC(C)=C(C#N)C2c1cc(NS(=O)(=O)CCC)c(OCc2cccc(OC)c2)c(OCC)c1. As a reaction SMILES: [CH2:44]([CH2:45][CH3:46])[S:47](=[O:48])(=[O:49])[Cl:50].[Cl:51][CH2:52][Cl:53].[NH2:1][c:2]1[cH:3][c:4]([CH:21]2[C:22]([C:36]#[N:37])=[C:23]([CH3:35])[NH:24][C:25]3=[C:30]2[C:29](=[O:31])[CH2:28][CH:27]([CH2:32][CH2:33][CH3:34])[CH2:26]3)[cH:5][c:6]([O:18][CH2:19][CH3:20])[c:7]1[O:8][CH2:9][c:10]1[cH:11][c:12]([O:16][CH3:17])[cH:13][cH:14][cH:15]1.[cH:38]1[cH:39][cH:40][n:41][cH:42][cH:43]1>>[NH:1]([c:2]1[cH:3][c:4]([CH:21]2[C:22]([C:36]#[N:37])=[C:23]([CH3:35])[NH:24][C:25]3=[C:30]2[C:29](=[O:31])[CH2:28][CH:27]([CH2:32][CH2:33][CH3:34])[CH2:26]3)[cH:5][c:6]([O:18][CH2:19][CH3:20])[c:7]1[O:8][CH2:9][c:10]1[cH:11][c:12]([O:16][CH3:17])[cH:13][cH:14][cH:15]1)[S:47]([CH2:44][CH2:45][CH3:46])(=[O:48])=[O:49].